From a dataset of the Open Reaction Database (ORD), a public repository of structured organic reaction records. describe an organic reaction: reactants, conditions, products, and yield Reactants: C(#N)N=C(NCC1=CC=CC=C1)NC=1C=C(C(=O)OC)C=CC1 (methyl 3-[[(cyanoimino)[(phenylmethyl)-amino]methyl]amino]benzoate), C(#N)N=C(NCC)NC=1C=C(C(=O)OC)C=CC1 (methyl 3-[[(cyanoimino)(ethylamino)-methyl]amino]benzoate). The product is C(#N)N=C(NCC)NC=1C=C(C(=O)O)C=CC1 (3-[[(cyanoimino)(ethylamino)methyl]-amino]benzoic acid). The yield is 81.0%. RXN SMILES: [C:1]([N:3]=[C:4]([NH:13][C:14]1[CH:15]=[C:16]([CH:21]=[CH:22][CH:23]=1)[C:17]([O:19]C)=[O:18])[NH:5][CH2:6][C:7]1C=CC=CC=1)#[N:2].C(N=C(NC1C=C(C=CC=1)C(OC)=O)NCC)#N>>[C:1]([N:3]=[C:4]([NH:13][C:14]1[CH:15]=[C:16]([CH:21]=[CH:22][CH:23]=1)[C:17]([OH:19])=[O:18])[NH:5][CH2:6][CH3:7])#[N:2]. Procedure details: The title compound was prepared as described in Example I except that the compound of Example E was replaced with an equivalent amount of the compound of Example H. This afforded the title compound (81%) as a white solid. Reactants: ON=C(C1=CN=CC=C1)N (N′-hydroxynicotinimidamide), ClC1=NC=C(C(=O)Cl)C=C1 (6-chloronicotinoyl chloride), N (NH3). The product is ClC1=CC=C(C=N1)C1=NC(=NO1)C=1C=NC=CC1 (5-(6-chloropyridin-3-yl)-3-(pyridin-3-yl)-1,2,4-oxadiazole). RXN SMILES: [OH:1][N:2]=[C:3]([NH2:10])[C:4]1[CH:9]=[CH:8][CH:7]=[N:6][CH:5]=1.[Cl:11][C:12]1[CH:20]=[CH:19][C:15]([C:16](Cl)=O)=[CH:14][N:13]=1.N>>[Cl:11][C:12]1[N:13]=[CH:14][C:15]([C:16]2[O:1][N:2]=[C:3]([C:4]3[CH:5]=[N:6][CH:7]=[CH:8][CH:9]=3)[N:10]=2)=[CH:19][CH:20]=1. Procedure: The title compound was prepared according to the procedure of Example 1 using N′-hydroxynicotinimidamide (Tyger) and 6-chloronicotinoyl chloride (Aldrich). 1H NMR (300 MHz, CDCl3) δ 7.48 (dd, J=7.6, 5.3 Hz, 1 H), 7.57 (d, J=8.5 Hz, 1 H), 8.40-8.48 (m, 2 H), 8.80 (dd, J=4.7, 1.7 Hz, 1 H), 9.24 (d, J=2.4 Hz, 1 H), 9.40 (d, J=2.4 Hz, 1 H) ppm; MS (DCI/NH3) m/z 259 (M+H)+, 261 (M+H)+. Reactants: [OH-].[Na+] (sodium hydroxide), C(C)(=O)OC1C(C(N1)=O)CCOC(=O)OCC1=CC=C(C=C1)[N+](=O)[O-] (4-acetoxy-3-(p-nitrobenzyloxycarbonyloxyethyl)-2-oxo-azetidine), O (water), C(C)S (ethanthiol). The solvent is ClCCl (dichloromethane). Run at temperature 0 celsius, time 10 minute. The product is C(C)SC1C(C(N1)=O)CCOC(=O)OCC1=CC=C(C=C1)[N+](=O)[O-] (4-Ethylthio-3-p-nitrobenzyloxycarbonyloxyethyl-2-oxo-azetidine). As a reaction SMILES: [OH-].[Na+].O.[CH2:4]([SH:6])[CH3:5].C(O[CH:11]1[NH:14][C:13](=[O:15])[CH:12]1[CH2:16][CH2:17][O:18][C:19]([O:21][CH2:22][C:23]1[CH:28]=[CH:27][C:26]([N+:29]([O-:31])=[O:30])=[CH:25][CH:24]=1)=[O:20])(=O)C>ClCCl>[CH2:4]([S:6][CH:11]1[NH:14][C:13](=[O:15])[CH:12]1[CH2:16][CH2:17][O:18][C:19]([O:21][CH2:22][C:23]1[CH:28]=[CH:27][C:26]([N+:29]([O-:31])=[O:30])=[CH:25][CH:24]=1)=[O:20])[CH3:5] |f:0.1|. Procedure details: To a cooled (0° C.) solution of 572 mg sodium hydroxide in 50 ml. water was added 1.32 ml. of ethanthiol. After 10 minutes a solution of 5.02 g. 4-acetoxy-3-(p-nitrobenzyloxycarbonyloxyethyl)-2-oxo-azetidine in 100 ml. dichloromethane was added and the mixture was stirred vigorously at 0° C. for 30 minutes then at 25° C. for 3 hours. The dichloromethane layer was separated and the aqueous phase was extracted with two 70 ml. portions of dichloromethane. The combined dichloromethane extracts were ... Run at temperature 150 celsius. The solvent is O1CCOCC1.CN(C(C)=O)C (dioxane N,N-dimethylacetamide). Isolated yield 29.3%. Reported procedure: N-(4-Fluorophenyl)-5,6,7,8-tetrahydropyrido[4,3-d]pyrimidin-4-amine (0.47 g, 1.92 mmol) was dissolved in a mixture of dioxane/N,N-dimethylacetamide (4:1) (3 mL). To the mixture was added 2,3-dichloropyridine (420 mg, 2.86 mmol) and N,N-diisopropylethylamine (0.38 mL, 2.2 mmol). The mixture was heated at 150° C. in a Personal Chemistry microwave for 16 h. The solvents were removed under vacuum and the residue was dissolved in ethyl acetate and washed with sat. NaHCO3 and brine. The organic layer ... Starting materials: ClC1=NC=CC=C1Cl (2,3-dichloropyridine), C(C)(C)N(C(C)C)CC (N,N-diisopropylethylamine), FC1=CC=C(C=C1)NC=1C2=C(N=CN1)CCNC2 (N-(4-Fluorophenyl)-5,6,7,8-tetrahydropyrido[4,3-d]pyrimidin-4-amine). The product is ClC=1C(=NC=CC1)N1CC2=C(N=CN=C2NC2=CC=C(C=C2)F)CC1 (6-(3-Chloropyridin-2-yl)-N-(4-fluorophenyl)-5,6,7,8-tetrahydropyrido[4,3-d]pyrimidin-4-amine). As a reaction SMILES: [F:1][C:2]1[CH:7]=[CH:6][C:5]([NH:8][C:9]2[C:10]3[CH2:18][NH:17][CH2:16][CH2:15][C:11]=3[N:12]=[CH:13][N:14]=2)=[CH:4][CH:3]=1.Cl[C:20]1[C:25]([Cl:26])=[CH:24][CH:23]=[CH:22][N:21]=1.C(N(CC)C(C)C)(C)C>O1CCOCC1.CN(C)C(=O)C>[Cl:26][C:25]1[C:20]([N:17]2[CH2:16][CH2:15][C:11]3[N:12]=[CH:13][N:14]=[C:9]([NH:8][C:5]4[CH:6]=[CH:7][C:2]([F:1])=[CH:3][CH:4]=4)[C:10]=3[CH2:18]2)=[N:21][CH:22]=[CH:23][CH:24]=1 |f:3.4|. Starting materials: CC(C)C(=O)OCC1CC1c1cncc(OCC2CCN2C(=O)OC(C)(C)C)c1, C[O-], CO, [Na+]. Product: CC(C)(C)OC(=O)N1CCC1COc1cncc(C2CC2CO)c1. Reaction SMILES: [C:1](=[O:2])([CH:3]([CH3:4])[CH3:5])[O:6][CH2:7][CH:8]1[CH:9]([c:11]2[cH:12][n:13][cH:14][c:15]([O:17][CH2:18][CH:19]3[N:20]([C:23](=[O:24])[O:25][C:26]([CH3:27])([CH3:28])[CH3:29])[CH2:21][CH2:22]3)[cH:16]2)[CH2:10]1.[CH3:30][O-:31].[CH3:33][OH:34].[Na+:32]>>[OH:6][CH2:7][CH:8]1[CH:9]([c:11]2[cH:12][n:13][cH:14][c:15]([O:17][CH2:18][CH:19]3[N:20]([C:23](=[O:24])[O:25][C:26]([CH3:27])([CH3:28])[CH3:29])[CH2:21][CH2:22]3)[cH:16]2)[CH2:10]1.